This data is from the Open Reaction Database (ORD), a public repository of structured organic reaction records. The task is: describe an organic reaction: reactants, conditions, products, and yield Starting materials: CC=1C([C@H]2N(C1C(=O)OCC1=CC3=CC=CC=C3C=C1)C(C2NC(C(C2=CC=CC=C2)NC(=O)N2C(C(N(CC2)CC)=O)=O)=O)=O)=O (2-naphthylmethyl 2-methyl-1-oxo-6-[2-phenyl-(4-ethyl-2,3-dioxopiperazine-1-carboxamido)acetamido]carbapen-2-em-3-carboxylate), O1CCCC1 (tetrahydrofuran), C(C)(=O)O (acetic acid). The reagents and catalysts are [Zn] (zinc). Solvent: CCOCC (ether). Run at time 1 hour. Yields the product CC1C([C@H]2N(C1C(=O)OCC1=CC3=CC=CC=C3C=C1)C(C2NC(C(NC(=O)N2C(C(N(CC2)CC)=O)=O)C2=CC=CC=C2)=O)=O)=O (2-naphthylmethyl 2-methyl-1-oxo-6-[2-phenyl-2-(4-ethyl-2,3-dioxopiperazine-1-carboxamido)acetamido]carbapenam-3-carboxylate). Isolated yield 16.0%. RXN SMILES: [CH3:1][C:2]1[C:3](=[O:47])[C@@H:4]2[CH:22]([NH:23][C:24](=[O:45])[CH:25]([NH:32][C:33]([N:35]3[CH2:40][CH2:39][N:38]([CH2:41][CH3:42])[C:37](=[O:43])[C:36]3=[O:44])=[O:34])[C:26]3[CH:31]=[CH:30][CH:29]=[CH:28][CH:27]=3)[C:21](=[O:46])[N:5]2[C:6]=1[C:7]([O:9][CH2:10][C:11]1[CH:20]=[CH:19][C:18]2[C:13](=[CH:14][CH:15]=[CH:16][CH:17]=2)[CH:12]=1)=[O:8].O1CCCC1.C(O)(=O)C>CCOCC.[Zn]>[CH3:1][CH:2]1[CH:6]([C:7]([O:9][CH2:10][C:11]2[CH:20]=[CH:19][C:18]3[C:13](=[CH:14][CH:15]=[CH:16][CH:17]=3)[CH:12]=2)=[O:8])[N:5]2[C:21](=[O:46])[CH:22]([NH:23][C:24](=[O:45])[CH:25]([C:26]3[CH:31]=[CH:30][CH:29]=[CH:28][CH:27]=3)[NH:32][C:33]([N:35]3[CH2:40][CH2:39][N:38]([CH2:41][CH3:42])[C:37](=[O:43])[C:36]3=[O:44])=[O:34])[C@H:4]2[C:3]1=[O:47]. Reported procedure: The 2-naphthylmethyl 2-methyl-1-oxo-6-[2-phenyl-(4-ethyl-2,3-dioxopiperazine-1-carboxamido)acetamido]carbapen-2-em-3-carboxylate of Example 31 was taken up in a minimum of tetrahydrofuran, and added to a slurry of activated zinc (2.37 g.) in 5 ml. of acetic acid-30% tetrahydrofuran at 0° C. After 1 hour at 0° C., product was isolated according to procedures detailed in Example 2. The resulting product was taken up in ether, insolubles removed by filtration, and the filtrate evaporated to dryness... Reactants: NC1=C(NC2=CC(=CC=C12)Cl)C(=O)C1=NC=CC(=C1)Cl (3-amino-6-chloro-2-(4-chloropyridine-2-carbonyl)indole), C(C)(=O)O[C@H](C(=O)Cl)C ((S)-(−)-2-acetoxypropionyl chloride), IR(KBr)ν. The product is C(C)(=O)O[C@H](C(=O)NC1=C(NC2=CC(=CC=C12)Cl)C(=O)C1=NC=CC(=C1)Cl)C (3-[[(S)-2-Acetoxypropionyl]amino]-6-chloro-2-(4-chloropyridine-2-carbonyl)indole). As a reaction SMILES: [NH2:1][C:2]1[C:10]2[C:5](=[CH:6][C:7]([Cl:11])=[CH:8][CH:9]=2)[NH:4][C:3]=1[C:12]([C:14]1[CH:19]=[C:18]([Cl:20])[CH:17]=[CH:16][N:15]=1)=[O:13].[C:21]([O:24][C@@H:25]([CH3:29])[C:26](Cl)=[O:27])(=[O:23])[CH3:22]>>[C:21]([O:24][C@@H:25]([CH3:29])[C:26]([NH:1][C:2]1[C:10]2[C:5](=[CH:6][C:7]([Cl:11])=[CH:8][CH:9]=2)[NH:4][C:3]=1[C:12]([C:14]1[CH:19]=[C:18]([Cl:20])[CH:17]=[CH:16][N:15]=1)=[O:13])=[O:27])(=[O:23])[CH3:22]. Procedure: The title compound was prepared according to the procedure described in Example 19 employing 3-amino-6-chloro-2-(4-chloropyridine-2-carbonyl)indole (Exampe 68) and (S)-(−)-2-acetoxypropionyl chloride. m.p.: 236-238° C. (recrystallized from ethyl acetate) IR(KBr)ν: 3287, 1738, 1693, 1624, 1585, 1570, 1545, 1489, 1236, 1188, 739 cm−1. 1H-NMR (DMSO-d6) δ: 12.09 (1 H, br s), 10.67 (1 H, br s), 8.77 (1 H, dd, J=5.5 and 1.8 Hz), 8.10 (1 H, t, J=1.9 Hz), 7.93 (1 H, dd, J=9.1, 1.8 Hz), 7.88 (1 H, dt, J=... The reactants are NC1=C2C(=NC=N1)N(N=C2C2=C(C=C(C=C2)OC2=CC=CC=C2)F)C[C@H]2N(CCC2)C(CC#N)=O (3-[(2S)-2-[[4-amino-3-(2-fluoro-4-phenoxy-phenyl)pyrazolo[3,4-d]pyrimidin-1-yl]methyl]pyrrolidin-1-yl]-3-oxo-propanenitrile), C1(CC1)C=O (cyclopropanecarbaldehyde), N1CCCCC1 (piperidine). The solvent is C(C)O (ethanol). Conditions: temperature 90 celsius. Product: NC1=C2C(=NC=N1)N(N=C2C2=C(C=C(C=C2)OC2=CC=CC=C2)F)C[C@H]2N(CCC2)C(=O)C(C#N)=CC2CC2 ((S)-2-(2-((4-amino-3-(2-fluoro-4-phenoxyphenyl)-1H-pyrazolo[3,4-d]pyrimidin-1-yl)methyl)pyrrolidine-1-carbonyl)-3-cyclopropylacrylonitrile). The yield is 54.7%. Reaction SMILES: [NH2:1][C:2]1[N:7]=[CH:6][N:5]=[C:4]2[N:8]([CH2:25][C@@H:26]3[CH2:30][CH2:29][CH2:28][N:27]3[C:31](=[O:35])[CH2:32][C:33]#[N:34])[N:9]=[C:10]([C:11]3[CH:16]=[CH:15][C:14]([O:17][C:18]4[CH:23]=[CH:22][CH:21]=[CH:20][CH:19]=4)=[CH:13][C:12]=3[F:24])[C:3]=12.[CH:36]1([CH:39]=O)[CH2:38][CH2:37]1.N1CCCCC1>C(O)C>[NH2:1][C:2]1[N:7]=[CH:6][N:5]=[C:4]2[N:8]([CH2:25][C@@H:26]3[CH2:30][CH2:29][CH2:28][N:27]3[C:31]([C:32](=[CH:39][CH:36]3[CH2:38][CH2:37]3)[C:33]#[N:34])=[O:35])[N:9]=[C:10]([C:11]3[CH:16]=[CH:15][C:14]([O:17][C:18]4[CH:19]=[CH:20][CH:21]=[CH:22][CH:23]=4)=[CH:13][C:12]=3[F:24])[C:3]=12. Procedure: To a solution of 3-[(2S)-2-[[4-amino-3-(2-fluoro-4-phenoxy-phenyl)pyrazolo[3,4-d]pyrimidin-1-yl]methyl]pyrrolidin-1-yl]-3-oxo-propanenitrile (2173.mg, 4.61 mmol) in ethanol (36 mL) was added cyclopropanecarbaldehyde (0.53 mL, 6.91 mmol) and piperidine (0.23 mL, 2.3 mmol). The reaction was heated to 90° C. for 75 minutes, then cooled and concentrated. The residue was dissolved in ethyl acetate (200 mL) and washed with water and then brine. The organic layer was dried (MgSO4), filtered and concent...